This data is from the Open Reaction Database (ORD), a public repository of structured organic reaction records. The task is: describe an organic reaction: reactants, conditions, products, and yield The reactants are Cc1cc2cc(C(F)(F)F)ccc2[nH]1, Fc1cccc2c(Cl)ccnc12. Yields the product Cc1[nH]c2ccc(C(F)(F)F)cc2c1-c1ccnc2c(F)cccc12. RXN SMILES: [CH3:1][c:2]1[nH:3][c:4]2[cH:5][cH:6][c:7]([C:11]([F:12])([F:13])[F:14])[cH:8][c:9]2[cH:10]1.[Cl:15][c:16]1[cH:17][cH:18][n:19][c:20]2[c:21]([F:26])[cH:22][cH:23][cH:24][c:25]12>>[CH3:1][c:2]1[nH:3][c:4]2[cH:5][cH:6][c:7]([C:11]([F:12])([F:13])[F:14])[cH:8][c:9]2[c:10]1-[c:16]1[cH:17][cH:18][n:19][c:20]2[c:21]([F:26])[cH:22][cH:23][cH:24][c:25]12. Starting materials: Cc1cc(CC(OC(=O)N2CCC(N3CCc4ccccc4NC3=O)CC2)C(=O)N2CCC(C3CCN(CCC(=O)O)CC3)CC2)cc(C)c1O, CN(C)C(=O)CO. Yields the product Cc1cc(CC(OC(=O)N2CCC(N3CCc4ccccc4NC3=O)CC2)C(=O)N2CCC(C3CCN(CCC(=O)OCC(=O)N(C)C)CC3)CC2)cc(C)c1O. Reaction SMILES: [O:1]=[C:2]1[NH:3][c:4]2[c:5]([cH:48][cH:49][cH:50][cH:51]2)[CH2:6][CH2:7][N:8]1[CH:9]1[CH2:10][CH2:11][N:12]([C:15](=[O:16])[O:17][CH:18]([C:19](=[O:20])[N:21]2[CH2:22][CH2:23][CH:24]([CH:27]3[CH2:28][CH2:29][N:30]([CH2:33][CH2:34][C:35](=[O:36])[OH:37])[CH2:31][CH2:32]3)[CH2:25][CH2:26]2)[CH2:38][c:39]2[cH:40][c:41]([CH3:47])[c:42]([OH:46])[c:43]([CH3:45])[cH:44]2)[CH2:13][CH2:14]1.[OH:52][CH2:53][C:54](=[O:55])[N:56]([CH3:57])[CH3:58]>>[O:1]=[C:2]1[NH:3][c:4]2[c:5]([cH:48][cH:49][cH:50][cH:51]2)[CH2:6][CH2:7][N:8]1[CH:9]1[CH2:10][CH2:11][N:12]([C:15](=[O:16])[O:17][CH:18]([C:19](=[O:20])[N:21]2[CH2:22][CH2:23][CH:24]([CH:27]3[CH2:28][CH2:29][N:30]([CH2:33][CH2:34][C:35](=[O:36])[O:37][CH2:53][C:54](=[O:55])[N:56]([CH3:57])[CH3:58])[CH2:31][CH2:32]3)[CH2:25][CH2:26]2)[CH2:38][c:39]2[cH:40][c:41]([CH3:47])[c:42]([OH:46])[c:43]([CH3:45])[cH:44]2)[CH2:13][CH2:14]1. Reactants: C#Cc1ccc(CC(C)=O)cc1, CO, CC(C)CCON=O. Product: C#Cc1ccc(C(=NO)C(C)=O)cc1. RXN SMILES: [C:1](#[CH:2])[c:3]1[cH:4][cH:5][c:6]([CH2:9][C:10]([CH3:11])=[O:12])[cH:7][cH:8]1.[CH3:21][OH:22].[N:13](=[O:14])[O:15][CH2:16][CH2:17][CH:18]([CH3:19])[CH3:20]>>[C:1](#[CH:2])[c:3]1[cH:4][cH:5][c:6]([C:9]([C:10]([CH3:11])=[O:12])=[N:13][OH:14])[cH:7][cH:8]1. The reactants are COC(COC1=C(C=C(C=C1)N(CC1=C(N=C(S1)C1=CC=C(C=C1)C(F)(F)F)C)C)I)=O ((2-iodo-4-{methyl-[4-methyl-2-(4-trifluoromethyl-phenyl)-thiazol-5-ylmethyl]-amino}-phenoxy)-acetic acid methyl ester), [Li+].[OH-] (LiOH). Run in C1CCOC1 (THF), C(C)O (ethanol). Run at time 3 hour. The product is IC1=C(OCC(=O)O)C=CC(=C1)N(CC1=C(N=C(S1)C1=CC=C(C=C1)C(F)(F)F)C)C ((2-iodo-4-{methyl-[4-methyl-2-(4-trifluoromethyl-phenyl)-thiazol-5-ylmethyl]-amino}-phenoxy)-acetic acid). Yield: 58.5%. Reaction SMILES: C[O:2][C:3](=[O:32])[CH2:4][O:5][C:6]1[CH:11]=[CH:10][C:9]([N:12]([CH3:30])[CH2:13][C:14]2[S:18][C:17]([C:19]3[CH:24]=[CH:23][C:22]([C:25]([F:28])([F:27])[F:26])=[CH:21][CH:20]=3)=[N:16][C:15]=2[CH3:29])=[CH:8][C:7]=1[I:31].[Li+].[OH-]>C1COCC1.C(O)C>[I:31][C:7]1[CH:8]=[C:9]([N:12]([CH3:30])[CH2:13][C:14]2[S:18][C:17]([C:19]3[CH:24]=[CH:23][C:22]([C:25]([F:26])([F:27])[F:28])=[CH:21][CH:20]=3)=[N:16][C:15]=2[CH3:29])[CH:10]=[CH:11][C:6]=1[O:5][CH2:4][C:3]([OH:32])=[O:2] |f:1.2|. Reported procedure: A solution of (2-iodo-4-{methyl-[4-methyl-2-(4-trifluoromethyl-phenyl)-thiazol-5-ylmethyl]-amino}-phenoxy)-acetic acid methyl ester (140 mg, 0.24 mmol) in THF (1.2 ml) and ethanol (1.2 ml) was treated at 0° C. with 1N LiOH (0.73 ml) and stirred for 3 h at RT. The reaction was extracted with aqueous 10% KHSO4/Et2O (3×). The organic phase was washed with aqueous 10% NaCl, dried over Na2SO4 and evaporated. The product was crystallized from CH2Cl2 to give 79 mg of pure (2-iodo-4-{methyl-[4-methyl-2-...